This data is from the Open Reaction Database (ORD), a public repository of structured organic reaction records. The task is: describe an organic reaction: reactants, conditions, products, and yield Starting materials: C(C=C)#N (acrylonitrile), ( Z ), ( E )-configurations, N(=[N+]=[N-])C1=CC=C(O1)C=O (5-azido-2-furaldehyde), Cl.NNC(=O)N (semicarbazide hydrochloride), ethyl acetate petroleum ether. Run in C(C)O (ethanol), C(C)O.O (ethanol water). Reaction conditions: time 8 hour. Yields the product N(C(=O)N)N=CC(C=CC#N)=O (5-(N-Ureidoimino)-4-oxo-pent-2-enenitrile). RXN SMILES: [N:1]([C:4]1[O:8][C:7]([CH:9]=O)=[CH:6][CH:5]=1)=[N+]=[N-].Cl.[NH2:12][NH:13][C:14]([NH2:16])=[O:15].C(#N)C=C>C(O)C.C(O)C.O>[NH:13]([N:12]=[CH:9][C:7](=[O:8])[CH:6]=[CH:5][C:4]#[N:1])[C:14]([NH2:16])=[O:15] |f:1.2,5.6|. Procedure: A solution of 5-azido-2-furaldehyde (92 mg, 0.67 mmole) in 4 ml of ethanol was added dropwise to a solution of semicarbazide hydrochloride (75 mg, 0.67 mmole) in 10 ml of ethanol:water (5:1) mixture. The reaction mix was stirred at room temperature overnight and evaporated to dryness. The residue was dissolved in 1.2 ml of acetone and streaked on one preparative silica gel TLC plates (EM-5717-7), developed with ethyl acetate:petroleum ether (9:1). Two well-separated major bands (upper band with ... Starting materials: CC(C)O, CC(=O)c1csc(-c2ccc(Cl)c(Cl)c2)c1O, NNC(=O)c1ccc(C(=O)N2CCOCC2)s1. Product: CC(=NNC(=O)c1ccc(C(=O)N2CCOCC2)s1)c1csc(-c2ccc(Cl)c(Cl)c2)c1O. As a reaction SMILES: [CH:35]([OH:36])([CH3:37])[CH3:38].[Cl:1][c:2]1[cH:3][c:4](-[c:9]2[s:10][cH:11][c:12]([C:15](=[O:16])[CH3:17])[c:13]2[OH:14])[cH:5][cH:6][c:7]1[Cl:8].[O:18]1[CH2:19][CH2:20][N:21]([C:24](=[O:25])[c:26]2[cH:27][cH:28][c:29]([C:31](=[O:32])[NH:33][NH2:34])[s:30]2)[CH2:22][CH2:23]1>>[Cl:1][c:2]1[cH:3][c:4](-[c:9]2[s:10][cH:11][c:12]([C:15]([CH3:17])=[N:34][NH:33][C:31]([c:29]3[cH:28][cH:27][c:26]([C:24]([N:21]4[CH2:20][CH2:19][O:18][CH2:23][CH2:22]4)=[O:25])[s:30]3)=[O:32])[c:13]2[OH:14])[cH:5][cH:6][c:7]1[Cl:8]. The reactants are C(C)(=O)Cl (acetyl chloride), Cl.Cl.CN1N=CC=2CN(C3=C(NC12)C=CC=C3)C(=O)C3=CC(=C(C=C3)OCCCN3CCNCC3)C ((3-methyl-4,10-dihydro-3H-2,3,4,9-tetraaza-benzo[f]azulen-9-yl)-[3-methyl-4-(3-piperazin-1-yl-propoxy)-phenyl]-methanone dihydrochloride). The solvent is ClCCl (dichloromethane), ClCCl (dichloromethane), C(C)N(CC)CC (triethylamine). Run at time 1 hour. Yields the product CC1=C(OCCCN2CCN(CC2)C(C)=O)C=CC(=C1)C(=O)N1C2=C(NC=3N(N=CC3C1)C)C=CC=C2 (1-(4-{3-[2-Methyl-4-(3-methyl-4,10-dihydro-3H-2,3,4,9-tetraaza-benzo[f]azulene-9-carbonyl)-phenoxy]-propyl}-piperazin-1-yl)-ethanone). Reaction SMILES: [C:1](Cl)(=[O:3])[CH3:2].Cl.Cl.[CH3:7][N:8]1[C:17]2[NH:16][C:15]3[CH:18]=[CH:19][CH:20]=[CH:21][C:14]=3[N:13]([C:22]([C:24]3[CH:29]=[CH:28][C:27]([O:30][CH2:31][CH2:32][CH2:33][N:34]4[CH2:39][CH2:38][NH:37][CH2:36][CH2:35]4)=[C:26]([CH3:40])[CH:25]=3)=[O:23])[CH2:12][C:11]=2[CH:10]=[N:9]1>ClCCl.C(N(CC)CC)C>[CH3:40][C:26]1[CH:25]=[C:24]([C:22]([N:13]2[CH2:12][C:11]3[CH:10]=[N:9][N:8]([CH3:7])[C:17]=3[NH:16][C:15]3[CH:18]=[CH:19][CH:20]=[CH:21][C:14]2=3)=[O:23])[CH:29]=[CH:28][C:27]=1[O:30][CH2:31][CH2:32][CH2:33][N:34]1[CH2:39][CH2:38][N:37]([C:1](=[O:3])[CH3:2])[CH2:36][CH2:35]1 |f:1.2.3|. Procedure: A solution of acetyl chloride (0.39 mg, 0.005 mmol) in dichloromethane (0.05 ml) was added to a solution of (3-methyl-4,10-dihydro-3H-2,3,4,9-tetraaza-benzo[f]azulen-9-yl)-[3-methyl-4-(3-piperazin-1-yl-propoxy)-phenyl]-methanone dihydrochloride (Compound number 408) (2.67 mg, 0.005 mmol) in dichloromethane (0.05 ml) and triethylamine (0.0035 ml). The mixture was stirred at room temperature for 1 h then solvents were removed in vacuo to yield the title compound. (ESI)+: [M+H]+=503.2 The reactants are C1CCOC1, Cc1cnc(Cl)nc1NCCCO, O=C(N=NC(=O)N1CCCCC1)N1CCCCC1, CCOC(=O)CC1CCc2cc(O)ccc21, c1ccc(P(c2ccccc2)c2ccccc2)cc1. Product: CCOC(=O)CC1CCc2cc(OCCCNc3nc(Cl)ncc3C)ccc21. Reaction SMILES: [CH2:67]1[O:68][CH2:69][CH2:70][CH2:71]1.[Cl:1][c:2]1[n:3][cH:4][c:5]([CH3:13])[c:6]([NH:8][CH2:9][CH2:10][CH2:11][OH:12])[n:7]1.[N:49]([C:50]([N:51]1[CH2:52][CH2:53][CH2:54][CH2:55][CH2:56]1)=[O:57])=[N:58][C:59]([N:60]1[CH2:61][CH2:62][CH2:63][CH2:64][CH2:65]1)=[O:66].[OH:14][c:15]1[cH:16][c:17]2[c:21]([cH:22][cH:23]1)[CH:20]([CH2:24][C:25](=[O:26])[O:27][CH2:28][CH3:29])[CH2:19][CH2:18]2.[c:30]1([P:31]([c:32]2[cH:33][cH:34][cH:35][cH:36][cH:37]2)[c:38]2[cH:39][cH:40][cH:41][cH:42][cH:43]2)[cH:44][cH:45][cH:46][cH:47][cH:48]1>>[Cl:1][c:2]1[n:3][cH:4][c:5]([CH3:13])[c:6]([NH:8][CH2:9][CH2:10][CH2:11][O:12][c:15]2[cH:16][c:17]3[c:21]([cH:22][cH:23]2)[CH:20]([CH2:24][C:25](=[O:26])[O:27][CH2:28][CH3:29])[CH2:19][CH2:18]3)[n:7]1. The reactants are CC#N, Cl[Cu]Cl, Cl, CC(C)CCON=O, N#Cc1c(N)nc(SCc2cccc(C(=O)O)c2)c(C#N)c1-c1ccc(OCCO)cc1. Product: N#Cc1c(Cl)nc(SCc2cccc(C(=O)O)c2)c(C#N)c1-c1ccc(OCCO)cc1. As a reaction SMILES: [CH3:42][C:43]#[N:44].[Cl:45][Cu:46][Cl:47].[ClH:41].[N:1]([O:2][CH2:3][CH2:4][CH:5]([CH3:6])[CH3:7])=[O:8].[NH2:9][c:10]1[c:11]([C:39]#[N:40])[c:12](-[c:29]2[cH:30][cH:31][c:32]([O:35][CH2:36][CH2:37][OH:38])[cH:33][cH:34]2)[c:13]([C:27]#[N:28])[c:14]([S:16][CH2:17][c:18]2[cH:19][c:20]([C:21](=[O:22])[OH:23])[cH:24][cH:25][cH:26]2)[n:15]1>>[c:10]1([Cl:41])[c:11]([C:39]#[N:40])[c:12](-[c:29]2[cH:30][cH:31][c:32]([O:35][CH2:36][CH2:37][OH:38])[cH:33][cH:34]2)[c:13]([C:27]#[N:28])[c:14]([S:16][CH2:17][c:18]2[cH:19][c:20]([C:21](=[O:22])[OH:23])[cH:24][cH:25][cH:26]2)[n:15]1. Reactants: ice, [N+](=[N-])=C (diazomethane), [N+](=[N-])=C (diazomethane), ClC1=CC2=C(O[C@@H](O[C@@H]2C2=CC=CC=C2)C(=O)O)C=C1 (cis-6-chloro-4-phenyl-1,3-benzodioxan-2-carboxylic acid). Run in CCOCC (ether). Run at time 15 minute. Product: ClC1=CC2=C(O[C@@H](O[C@@H]2C2=CC=CC=C2)C(=O)OC)C=C1 (cis-Methyl 6-chloro-4-phenyl-1,3-benzodioxan-2-carboxylate). As a reaction SMILES: [Cl:1][C:2]1[CH:20]=[CH:19][C:5]2[O:6][C@H:7]([C:16]([OH:18])=[O:17])[O:8][C@H:9]([C:10]3[CH:15]=[CH:14][CH:13]=[CH:12][CH:11]=3)[C:4]=2[CH:3]=1.[N+](=[CH2:23])=[N-]>CCOCC>[Cl:1][C:2]1[CH:20]=[CH:19][C:5]2[O:6][C@H:7]([C:16]([O:18][CH3:23])=[O:17])[O:8][C@H:9]([C:10]3[CH:11]=[CH:12][CH:13]=[CH:14][CH:15]=3)[C:4]=2[CH:3]=1. Procedure details: To an ether solution of cis-6-chloro-4-phenyl-1,3-benzodioxan-2-carboxylic acid (2.14 g, 7.36 mmoles), chilled in an ice bath, was added an ethereal solution of diazomethane until the yellow color of the diazomethane was no longer discharged. The solution was stirred in the ice bath for 10 minutes at room temp. for 10 minutes, and finally at 35° for 15 minutes. The ether solution was washed with dil.NaHCO3 solution (2 portions), water (2 portions), and saturated brine (1 portion), and dried over... Starting materials: C(=O)(O)[O-].[Na+] (NaHCO3), OC1=CC=C(C=C1)CC(=O)O (p-hydroxyphenylacetic acid), FC1=CC=C(C#N)C=C1 (p-fluorobenzonitrile), C([O-])([O-])=O.[K+].[K+] (potassium carbonate). Run in CN(C(C)=O)C (N,N-dimethylacetamide). Run at time 4 hour. Yields the product C(#N)C1=CC=C(OC2=CC=C(C=C2)CC(=O)O)C=C1 ([p-(p-Cyanophenoxy)phenyl]acetic Acid). Reaction SMILES: [OH:1][C:2]1[CH:7]=[CH:6][C:5]([CH2:8][C:9]([OH:11])=[O:10])=[CH:4][CH:3]=1.F[C:13]1[CH:20]=[CH:19][C:16]([C:17]#[N:18])=[CH:15][CH:14]=1.C(=O)([O-])[O-].[K+].[K+].C([O-])(O)=O.[Na+]>CN(C)C(=O)C>[C:17]([C:16]1[CH:19]=[CH:20][C:13]([O:1][C:2]2[CH:3]=[CH:4][C:5]([CH2:8][C:9]([OH:11])=[O:10])=[CH:6][CH:7]=2)=[CH:14][CH:15]=1)#[N:18] |f:2.3.4,5.6|. Procedure: To a solution of 15.2 g of p-hydroxyphenylacetic acid and 12.1 g of p-fluorobenzonitrile in 125 ml of N,N-dimethylacetamide is added, with vigorous stirring, 27.6 g of anhydrous potassium carbonate. The mixture is heated at 155°-160° C under an Argon atmosphere with rapid stirring for 4 hours. After cooling to room temperature the mixture is poured into 300 ml of saturated NaHCO3. The mixture is extracted with two 100 ml portions of ether. The aqueous layer is acidified with 50 ml of concentrate...